This data is from the Open Reaction Database (ORD), a public repository of structured organic reaction records. The task is: describe an organic reaction: reactants, conditions, products, and yield Reactants: CO, CN(C)CCOCc1c2c(nn1COCC[Si](C)(C)C)-c1ccccc1Oc1ccccc1-2, Cl, [Na+], O=C([O-])O. The product is CN(C)CCOCc1[nH]nc2c1-c1ccccc1Oc1ccccc1-2. RXN SMILES: [CH3:40][OH:41].[CH3:6][N:7]([CH2:8][CH2:9][O:10][CH2:11][c:12]1[n:13]([CH2:30][O:31][CH2:32][CH2:33][Si:34]([CH3:35])([CH3:36])[CH3:37])[n:14][c:15]2[c:21]1-[c:20]1[c:19]([cH:25][cH:24][cH:23][cH:22]1)[O:18][c:17]1[c:16]-2[cH:29][cH:28][cH:27][cH:26]1)[CH3:38].[ClH:39].[Na+:1].[OH:2][C:3](=[O:4])[O-:5]>>[CH3:6][N:7]([CH2:8][CH2:9][O:10][CH2:11][c:12]1[nH:13][n:14][c:15]2[c:21]1-[c:20]1[c:19]([cH:25][cH:24][cH:23][cH:22]1)[O:18][c:17]1[c:16]-2[cH:29][cH:28][cH:27][cH:26]1)[CH3:38]. Reactants: CCOc1cc(Br)ccc1-c1nc2c(c(C3CCCCC3)nn2C)c(=O)[nH]1, CN(C(=O)OCc1ccccc1)C1CCNCC1, Cl. Product: CCOc1cc(N2CCC(N(C)C(=O)OCc3ccccc3)CC2)ccc1-c1nc2c(c(C3CCCCC3)nn2C)c(=O)[nH]1. Reaction SMILES: [Br:1][c:2]1[cH:3][c:4]([O:25][CH2:26][CH3:27])[c:5](-[c:8]2[nH:9][c:10](=[O:24])[c:11]3[c:12]([n:13]2)[n:14]([CH3:23])[n:15][c:16]3[CH:17]2[CH2:18][CH2:19][CH2:20][CH2:21][CH2:22]2)[cH:6][cH:7]1.[CH3:29][N:30]([C:31]([O:32][CH2:33][c:34]1[cH:35][cH:36][cH:37][cH:38][cH:39]1)=[O:40])[CH:41]1[CH2:42][CH2:43][NH:44][CH2:45][CH2:46]1.[ClH:28]>>[c:2]1([N:44]2[CH2:43][CH2:42][CH:41]([N:30]([CH3:29])[C:31]([O:32][CH2:33][c:34]3[cH:35][cH:36][cH:37][cH:38][cH:39]3)=[O:40])[CH2:46][CH2:45]2)[cH:3][c:4]([O:25][CH2:26][CH3:27])[c:5](-[c:8]2[nH:9][c:10](=[O:24])[c:11]3[c:12]([n:13]2)[n:14]([CH3:23])[n:15][c:16]3[CH:17]2[CH2:18][CH2:19][CH2:20][CH2:21][CH2:22]2)[cH:6][cH:7]1.